This data is from the Open Reaction Database (ORD), a public repository of structured organic reaction records. The task is: describe an organic reaction: reactants, conditions, products, and yield The reactants are O (water), ClC1=CC=C(C=N1)CC=1C=C2C(N(C=NC2=C2C1C=CC=C2)[C@@H]2[C@H](CCCC2)O)=O (6-[(6-chloropyridin-3-yl)methyl]-3-[(1S,2S)-2-hydroxycyclohexyl]benzo[h]quinazolin-4(3H)-one), [Cl-].C[Zn+] (methyl zinc chloride), C(Cl)Cl (DCM). Reagents/catalysts: C1=CC=C(C=C1)P([C-]2C=CC=C2)C3=CC=CC=C3.C1=CC=C(C=C1)P([C-]2C=CC=C2)C3=CC=CC=C3.Cl[Pd]Cl.[Fe+2] ([1,1′-bis(diphenylphosphino)ferrocene]dichloropalladium(II)). The solvent is C1CCOC1 (THF). Conditions: temperature 50 celsius. Yields the product O[C@@H]1[C@H](CCCC1)N1C=NC2=C3C(=C(C=C2C1=O)CC=1C=NC(=CC1)C)C=CC=C3 (3-[(1S,2S)-2-hydroxycyclohexyl]-6-[(6-methylpyridin-3-yl)methyl]benzo[h]quinazolin-4(3H)-one). RXN SMILES: Cl[C:2]1[N:7]=[CH:6][C:5]([CH2:8][C:9]2[CH:10]=[C:11]3[C:16](=[C:17]4[CH:22]=[CH:21][CH:20]=[CH:19][C:18]=24)[N:15]=[CH:14][N:13]([C@H:23]2[CH2:28][CH2:27][CH2:26][CH2:25][C@@H:24]2[OH:29])[C:12]3=[O:30])=[CH:4][CH:3]=1.[Cl-].C[Zn+].[CH2:34](Cl)Cl.O>C1COCC1.C1C=CC(P(C2C=CC=CC=2)[C-]2C=CC=C2)=CC=1.C1C=CC(P(C2C=CC=CC=2)[C-]2C=CC=C2)=CC=1.Cl[Pd]Cl.[Fe+2]>[OH:29][C@H:24]1[CH2:25][CH2:26][CH2:27][CH2:28][C@@H:23]1[N:13]1[C:12](=[O:30])[C:11]2[C:16](=[C:17]3[CH:22]=[CH:21][CH:20]=[CH:19][C:18]3=[C:9]([CH2:8][C:5]3[CH:6]=[N:7][C:2]([CH3:34])=[CH:3][CH:4]=3)[CH:10]=2)[N:15]=[CH:14]1 |f:1.2,6.7.8.9|. Procedure: To a solution of 6-[(6-chloropyridin-3-yl)methyl]-3-[(1S,2S)-2-hydroxycyclohexyl]benzo[h]quinazolin-4(3H)-one (2.50 g, 5.95 mmol) in 30 mL of THF under an atmosphere of nitrogen was added methyl zinc chloride (2 M in THF, 5.95 mL, 11.09 mmol) and [1,1′-bis(diphenylphosphino)ferrocene]dichloropalladium(II), 1:1 complex with DCM (0.146 g, 0.179 mmol). The reaction was heated at 50° C. for 18 h, cooled to rt, and slowly treated with water. A beige solid was removed via filtration and the aqueous la... The reactants are CC(=O)OC(C)=O, CO, Nc1cc([N+](=O)[O-])ccc1O, C1CCOC1. Product: CC(=O)Nc1cc([N+](=O)[O-])ccc1O. Reaction SMILES: [CH3:12][C:13](=[O:14])[O:15][C:16](=[O:17])[CH3:18].[CH3:19][OH:20].[NH2:1][c:2]1[c:3]([OH:11])[cH:4][cH:5][c:6]([N+:8](=[O:9])[O-:10])[cH:7]1.[O:21]1[CH2:22][CH2:23][CH2:24][CH2:25]1>>[NH:1]([c:2]1[c:3]([OH:11])[cH:4][cH:5][c:6]([N+:8](=[O:9])[O-:10])[cH:7]1)[C:13]([CH3:12])=[O:14]. Starting materials: C1CCOC1, CCCC[N+](CCCC)(CCCC)CCCC, [F-], CC(C)(C)OC(=O)Cc1cccc2c1c([N+](=O)[O-])cn2S(=O)(=O)c1ccccc1. Yields the product CC(C)(C)OC(=O)Cc1cccc2[nH]cc([N+](=O)[O-])c12. As a reaction SMILES: [CH2:48]1[O:49][CH2:50][CH2:51][CH2:52]1.[CH3:31][CH2:32][CH2:33][CH2:34][N+:35]([CH2:36][CH2:37][CH2:38][CH3:39])([CH2:40][CH2:41][CH2:42][CH3:43])[CH2:44][CH2:45][CH2:46][CH3:47].[F-:30].[N+:1](=[O:2])([O-:3])[c:4]1[cH:5][n:6]([S:21]([c:22]2[cH:23][cH:24][cH:25][cH:26][cH:27]2)(=[O:28])=[O:29])[c:7]2[cH:8][cH:9][cH:10][c:11]([CH2:13][C:14](=[O:15])[O:16][C:17]([CH3:18])([CH3:19])[CH3:20])[c:12]12>>[N+:1](=[O:2])([O-:3])[c:4]1[cH:5][nH:6][c:7]2[cH:8][cH:9][cH:10][c:11]([CH2:13][C:14](=[O:15])[O:16][C:17]([CH3:18])([CH3:19])[CH3:20])[c:12]12. The reactants are O (Water), CC1(OC2=C(NC1=O)C=C(C=C2)C(=O)OC)C (2,2-dimethyl-6-methoxycarbonyl-3-oxo-3,4-dihydro-2H-1,4-benzoxazine), [H-].[Na+] (sodium hydride), IC(C)C (2-iodopropane). The solvent is C(C)(=O)OCC (ethyl acetate), CN(C=O)C (dimethylformamide). Run at temperature 60 celsius, time 2 hour. Yields the product CC1(OC2=C(N(C1=O)C(C)C)C=C(C=C2)C(=O)OC)C (2,2-dimethyl-6-methoxycarbonyl-4-(2-propyl)-3-oxo-3,4-dihydro-2H-1,4-benzoxazine). Yield: 31.1%. As a reaction SMILES: [CH3:1][C:2]1([CH3:17])[C:7](=[O:8])[NH:6][C:5]2[CH:9]=[C:10]([C:13]([O:15][CH3:16])=[O:14])[CH:11]=[CH:12][C:4]=2[O:3]1.[H-].[Na+].I[CH:21]([CH3:23])[CH3:22].O>CN(C)C=O.C(OCC)(=O)C>[CH3:1][C:2]1([CH3:17])[C:7](=[O:8])[N:6]([CH:21]([CH3:23])[CH3:22])[C:5]2[CH:9]=[C:10]([C:13]([O:15][CH3:16])=[O:14])[CH:11]=[CH:12][C:4]=2[O:3]1 |f:1.2|. Reported procedure: To a solution of 2,2-dimethyl-6-methoxycarbonyl-3-oxo-3,4-dihydro-2H-1,4-benzoxazine (3.0 g) in dimethylformamide (60 ml) were added 60% sodium hydride (in oil) (0.61 g) and 2-iodopropane (2.38 g) and the mixture was stirred at 60° C. for 2 hours. Water was added to the reaction solution and extraction with ethyl acetate was conducted. The solvent was distilled off under reduced pressure and the resulting residue was subjected to purification by column chromatography using ethyl acetate/hexane [... Reactants: CC(=O)O[BH-](OC(C)=O)OC(C)=O, C=O, C1CCOC1, CC1COc2ccc3c(ccn3S(=O)(=O)c3ccccc3)c2CN1, [Na+]. The product is CC1COc2ccc3c(ccn3S(=O)(=O)c3ccccc3)c2CN1C. Reaction SMILES: [C:1]([O:2][BH-:3]([O:4][C:5](=[O:6])[CH3:7])[O:8][C:9](=[O:10])[CH3:11])(=[O:12])[CH3:13].[CH2:39]=[O:40].[CH2:41]1[O:42][CH2:43][CH2:44][CH2:45]1.[CH3:15][CH:16]1[CH2:17][O:18][c:19]2[c:20]([c:21]3[cH:22][cH:23][n:24]([S:28](=[O:29])(=[O:30])[c:31]4[cH:32][cH:33][cH:34][cH:35][cH:36]4)[c:25]3[cH:26][cH:27]2)[CH2:37][NH:38]1.[Na+:14]>>[CH3:1][N:38]1[CH:16]([CH3:15])[CH2:17][O:18][c:19]2[c:20]([c:21]3[cH:22][cH:23][n:24]([S:28](=[O:29])(=[O:30])[c:31]4[cH:32][cH:33][cH:34][cH:35][cH:36]4)[c:25]3[cH:26][cH:27]2)[CH2:37]1. The reactants are S1C2=C(C=C1B(O)O)C=CC=C2 (Benzo[b]thiophene-2-boronic acid), BrC1=CC(=C(C=C1)I)F (1-bromo-3-fluoro-4-iodobenzene), C(=O)(O)[O-].[Na+] (NaHCO3). Reagents/catalysts: Cl[Pd]([P](C1=CC=CC=C1)(C2=CC=CC=C2)C3=CC=CC=C3)([P](C4=CC=CC=C4)(C5=CC=CC=C5)C6=CC=CC=C6)Cl (bis(triphenylphospine)palladium(II) chloride). Run in COCCOC (DME), O (H2O). Reaction conditions: temperature 80 celsius. Yields the product BrC1=CC(=C(C=C1)C1=CC2=C(S1)C=CC=C2)F (2-(4-Bromo-2-fluoro-phenyl)-benzo[b]thiophene). Yield: 12.8%. Reaction SMILES: [S:1]1[C:5](B(O)O)=[CH:4][C:3]2[CH:9]=[CH:10][CH:11]=[CH:12][C:2]1=2.[Br:13][C:14]1[CH:19]=[CH:18][C:17](I)=[C:16]([F:21])[CH:15]=1.C([O-])(O)=O.[Na+]>COCCOC.O.Cl[Pd](Cl)([P](C1C=CC=CC=1)(C1C=CC=CC=1)C1C=CC=CC=1)[P](C1C=CC=CC=1)(C1C=CC=CC=1)C1C=CC=CC=1>[Br:13][C:14]1[CH:19]=[CH:18][C:17]([C:5]2[S:1][C:2]3[CH:12]=[CH:11][CH:10]=[CH:9][C:3]=3[CH:4]=2)=[C:16]([F:21])[CH:15]=1 |f:2.3,^1:36,55|. Procedure details: A mixture of Benzo[b]thiophene-2-boronic acid (0.71 g, 4 mmol), 1-bromo-3-fluoro-4-iodobenzene (1 g, 3.3 mmol), bis(triphenylphospine)palladium(II) chloride (46 mg, 2 mol %), NaHCO3 (0.83 g, 9.9 mmol) in DME (4 mL) and H2O (4 mL) was heated to 80° C. under N2 for 72 h. The reaction mixture was partitioned between 1N HCl and EtOAc. The organic layer was washed with saturated NaHCO3, brine, dried over Na2SO4 and concentrated. The residue was purified by silica gel chromatography (hexanes) to give ...